From a dataset of the Open Reaction Database (ORD), a public repository of structured organic reaction records. describe an organic reaction: reactants, conditions, products, and yield Yields the product C(C)(=O)C=1C=CC(=C(C=O)C1)F (5-Acetyl-2-fluorobenzaldehyde). Reactants: solution, C(CCC)[Li] (n-butyllithium), hexanes, BrC=1C=CC(=C(C1)C1OCCO1)F (2-(5-bromo-2-fluorophenyl)-1,3-dioxolane), CON(C(C)=O)C (N-methoxy-N-methylacetamide). Procedure details: 2-(5-bromo-2-fluorophenyl)-1,3-dioxolane (5.2 g, 21.2 mmol) is taken up in dry, preservative-free THF (30 mL) and the solution is cooled to −40° C. under N2. A 1.6 M solution of n-butyllithium in hexanes (13.2 mL, 1 eq) is added via syringe and the solution is stirred for 25 minutes @ −40° C. The lithiated substrate is added dropwise via cannula to a −40° C. solution of N-methoxy-N-methylacetamide (2.36 mL, 22.2 mmol, Aldrich) in 10 mL of dry, preservative-free THF. The solution is warmed to RT ... RXN SMILES: Br[C:2]1[CH:3]=[CH:4][C:5]([F:13])=[C:6]([CH:8]2[O:12]CCO2)[CH:7]=1.C([Li])CCC.CON(C)[C:22](=[O:24])[CH3:23]>>[C:22]([C:2]1[CH:3]=[CH:4][C:5]([F:13])=[C:6]([CH:7]=1)[CH:8]=[O:12])(=[O:24])[CH3:23]. Run at temperature -40 celsius, time 25 minute. The reactants are NC(=O)c1cc(C(=O)c2ccccc2)ccc1[N+](=O)[O-], CO, c1ccsc1. Yields the product NC(=O)c1cc(C(=O)c2ccccc2)ccc1N. As a reaction SMILES: [C:1]([c:2]1[cH:3][cH:4][cH:5][cH:6][cH:7]1)(=[O:8])[c:9]1[cH:10][cH:11][c:12]([N+:18]([O-:19])=[O:20])[c:13]([C:14](=[O:15])[NH2:16])[cH:17]1.[CH3:26][OH:27].[cH:21]1[cH:22][s:23][cH:24][cH:25]1>>[C:1]([c:2]1[cH:3][cH:4][cH:5][cH:6][cH:7]1)(=[O:8])[c:9]1[cH:10][cH:11][c:12]([NH2:18])[c:13]([C:14](=[O:15])[NH2:16])[cH:17]1.